This data is from the Open Reaction Database (ORD), a public repository of structured organic reaction records. The task is: describe an organic reaction: reactants, conditions, products, and yield Starting materials: C1(=CC=C(C=C1)S(=O)(=O)NC1=C(/C=C/C(=O)OC)C=C(C=C1)OC(F)(F)F)C (methyl trans-2-p-toluenesulfonylamino-5-(trifluoromethoxy)cinnamate), BrCC(=O)C1=NC=CC(=C1)CC (2-bromoacetyl-4-ethylpyridine). Product: COC(CC1=C(NC2=CC=C(C=C12)OC(F)(F)F)C(=O)C1=NC=CC(=C1)CC)=O (Methyl[2-(4-ethylpyridine-2-carbonyl)-5-trifluoromethoxy-1H-indol-3-yl]acetate). Reaction SMILES: C1(C)C=CC(S([NH:10][C:11]2[CH:22]=[CH:21][C:20]([O:23][C:24]([F:27])([F:26])[F:25])=[CH:19][C:12]=2/[CH:13]=[CH:14]/[C:15]([O:17][CH3:18])=[O:16])(=O)=O)=CC=1.Br[CH2:30][C:31]([C:33]1[CH:38]=[C:37]([CH2:39][CH3:40])[CH:36]=[CH:35][N:34]=1)=[O:32]>>[CH3:18][O:17][C:15](=[O:16])[CH2:14][C:13]1[C:12]2[C:11](=[CH:22][CH:21]=[C:20]([O:23][C:24]([F:25])([F:26])[F:27])[CH:19]=2)[NH:10][C:30]=1[C:31]([C:33]1[CH:38]=[C:37]([CH2:39][CH3:40])[CH:36]=[CH:35][N:34]=1)=[O:32]. Procedure: The title compound was prepared according to the procedure described in Example 57 from methyl trans-2-p-toluenesulfonylamino-5-(trifluoromethoxy)cinnamate (step 2 of Example 145) and 2-bromoacetyl-4-ethylpyridine (Preparation is described in Example 57).